describe an organic reaction: reactants, conditions, products, and yield From a dataset of the Open Reaction Database (ORD), a public repository of structured organic reaction records. Starting materials: ClC(=O)OC1=CC=CC=C1 (phenyl chloroformate), NC1(C(N(C2=CC(=C(C=C12)C#N)F)S(=O)(=O)C1=C(C=C(C=C1)OC)OC)=O)C=1C(=NC=CC1)OCC (3-amino-1-(2,4-dimethoxyphenylsulfonyl)-3-(2-ethoxypyridin-3-yl)-6-fluoro-2-oxo-2,3-dihydro-1H-indole-5-carbonitrile). The solvent is N1=CC=CC=C1 (pyridine). Run at time 5 minute. Product: C(#N)C=1C=C2C(C(N(C2=CC1F)S(=O)(=O)C1=C(C=C(C=C1)OC)OC)=O)(C=1C(=NC=CC1)OCC)NC(OC1=CC=CC=C1)=O (Phenyl [5-cyano-1-(2,4-dimethoxyphenylsulfonyl)-3-(2-ethoxypyridin-3-yl)-6-fluoro-2-oxo-2,3-dihydro-1H-indol-3-yl]carbamate). Yield: 71.9%. As a reaction SMILES: Cl[C:2]([O:4][C:5]1[CH:10]=[CH:9][CH:8]=[CH:7][CH:6]=1)=[O:3].[NH2:11][C:12]1([C:38]2[C:39]([O:44][CH2:45][CH3:46])=[N:40][CH:41]=[CH:42][CH:43]=2)[C:20]2[C:15](=[CH:16][C:17]([F:23])=[C:18]([C:21]#[N:22])[CH:19]=2)[N:14]([S:24]([C:27]2[CH:32]=[CH:31][C:30]([O:33][CH3:34])=[CH:29][C:28]=2[O:35][CH3:36])(=[O:26])=[O:25])[C:13]1=[O:37]>N1C=CC=CC=1>[C:21]([C:18]1[CH:19]=[C:20]2[C:15](=[CH:16][C:17]=1[F:23])[N:14]([S:24]([C:27]1[CH:32]=[CH:31][C:30]([O:33][CH3:34])=[CH:29][C:28]=1[O:35][CH3:36])(=[O:25])=[O:26])[C:13](=[O:37])[C:12]2([NH:11][C:2](=[O:3])[O:4][C:5]1[CH:10]=[CH:9][CH:8]=[CH:7][CH:6]=1)[C:38]1[C:39]([O:44][CH2:45][CH3:46])=[N:40][CH:41]=[CH:42][CH:43]=1)#[N:22]. Procedure: 61 μl (0.49 mmol) of phenyl chloroformate were slowly added dropwise to a solution, cooled to 0° C., of 226 mg (0.44 mmol) of 3-amino-1-(2,4-dimethoxyphenylsulfonyl)-3-(2-ethoxypyridin-3-yl)-6-fluoro-2-oxo-2,3-dihydro-1H-indole-5-carbonitrile in 4 ml of pyridine. After 5 minutes, the solvent was evaporated. The residue was mixed with 20 ml of water and extracted with diethyl ether (2×). The organic phase was washed with water and saturated sodium chloride solution, dried over magnesium sulfate a...